Dataset: the Open Reaction Database (ORD), a public repository of structured organic reaction records. Task: describe an organic reaction: reactants, conditions, products, and yield Starting materials: COCC(=O)Cl, Cl, O=C(NC1CCNCC1)c1c[nH]c2c(-c3cc(F)ccc3OCC3CC3)ncnc12. Yields the product COCC(=O)N1CCC(NC(=O)c2c[nH]c3c(-c4cc(F)ccc4OCC4CC4)ncnc23)CC1. Reaction SMILES: [CH3:32][O:33][CH2:34][C:35](=[O:36])[Cl:37].[ClH:1].[NH:2]1[CH2:3][CH2:4][CH:5]([NH:8][C:9](=[O:10])[c:11]2[cH:12][nH:13][c:14]3[c:15]2[n:16][cH:17][n:18][c:19]3-[c:20]2[c:21]([O:27][CH2:28][CH:29]3[CH2:30][CH2:31]3)[cH:22][cH:23][c:24]([F:26])[cH:25]2)[CH2:6][CH2:7]1>>[N:2]1([C:35]([CH2:34][O:33][CH3:32])=[O:36])[CH2:3][CH2:4][CH:5]([NH:8][C:9](=[O:10])[c:11]2[cH:12][nH:13][c:14]3[c:15]2[n:16][cH:17][n:18][c:19]3-[c:20]2[c:21]([O:27][CH2:28][CH:29]3[CH2:30][CH2:31]3)[cH:22][cH:23][c:24]([F:26])[cH:25]2)[CH2:6][CH2:7]1. Reactants: COc1ccc(C=Cc2c(Cc3ccccc3)sc3ccccc23)cc1, CCOC(C)=O. Product: COc1ccc(CCc2c(Cc3ccccc3)sc3ccccc23)cc1. Reaction SMILES: [CH2:1]([c:2]1[cH:3][cH:4][cH:5][cH:6][cH:7]1)[c:8]1[c:9]([CH:17]=[CH:18][c:19]2[cH:20][cH:21][c:22]([O:25][CH3:26])[cH:23][cH:24]2)[c:10]2[c:11]([s:12]1)[cH:13][cH:14][cH:15][cH:16]2.[CH3:27][CH2:28][O:29][C:30]([CH3:31])=[O:32]>>[CH2:1]([c:2]1[cH:3][cH:4][cH:5][cH:6][cH:7]1)[c:8]1[c:9]([CH2:17][CH2:18][c:19]2[cH:20][cH:21][c:22]([O:25][CH3:26])[cH:23][cH:24]2)[c:10]2[c:11]([s:12]1)[cH:13][cH:14][cH:15][cH:16]2.